From a dataset of the Open Reaction Database (ORD), a public repository of structured organic reaction records. describe an organic reaction: reactants, conditions, products, and yield Starting materials: [Br-], COc1ccc(C(=O)CBr)cc1, CCCC[N+](CCCC)(CCCC)CCCC, [Na], CCCCCCCC(O)CCC(=O)O. The product is CCCCCCCC(O)CCC(=O)OCC(=O)c1ccc(OC)cc1. As a reaction SMILES: [Br-:28].[Br:1][CH2:2][C:3](=[O:4])[c:5]1[cH:6][cH:7][c:8]([O:11][CH3:12])[cH:9][cH:10]1.[CH3:29][CH2:30][CH2:31][CH2:32][N+:33]([CH2:34][CH2:35][CH2:36][CH3:37])([CH2:38][CH2:39][CH2:40][CH3:41])[CH2:42][CH2:43][CH2:44][CH3:45].[Na:13].[OH:14][CH:15]([CH2:16][CH2:17][C:18](=[O:19])[OH:20])[CH2:21][CH2:22][CH2:23][CH2:24][CH2:25][CH2:26][CH3:27]>>[CH2:2]([C:3](=[O:4])[c:5]1[cH:6][cH:7][c:8]([O:11][CH3:12])[cH:9][cH:10]1)[O:20][C:18]([CH2:17][CH2:16][CH:15]([OH:14])[CH2:21][CH2:22][CH2:23][CH2:24][CH2:25][CH2:26][CH3:27])=[O:19]. The reactants are OC1=CC=2C=C3N(C2C=C1)CCC3CC(=O)OC(C)(C)C (tert-butyl 2-(7-hydroxy-2,3-dihydro-1H-pyrrolo[1,2-a]indol-1-yl)acetate), C([O-])([O-])=O.[Cs+].[Cs+] (cesium carbonate), ClCC1=CC(=C(C=C1)OC(C)C)C(F)(F)F (4-(chloromethyl)-1-isopropoxy-2-(trifluoromethyl)benzene). The solvent is CC(=O)N(C)C (DMA). Reaction conditions: temperature 80 celsius, time 16 hour. Yields the product C(C)(C)OC1=C(C=C(COC2=CC=3C=C4N(C3C=C2)CCC4CC(=O)OC(C)(C)C)C=C1)C(F)(F)F (tert-Butyl 2-(7-(4-Isopropoxy-3-(trifluoromethyl)benzyloxy)-2,3-dihydro-1H-pyrrolo[1,2-a]indol-1-yl)acetate). As a reaction SMILES: [OH:1][C:2]1[CH:10]=[CH:9][C:8]2[N:7]3[CH2:11][CH2:12][CH:13]([CH2:14][C:15]([O:17][C:18]([CH3:21])([CH3:20])[CH3:19])=[O:16])[C:6]3=[CH:5][C:4]=2[CH:3]=1.C(=O)([O-])[O-].[Cs+].[Cs+].Cl[CH2:29][C:30]1[CH:35]=[CH:34][C:33]([O:36][CH:37]([CH3:39])[CH3:38])=[C:32]([C:40]([F:43])([F:42])[F:41])[CH:31]=1>CC(N(C)C)=O>[CH:37]([O:36][C:33]1[CH:34]=[CH:35][C:30]([CH2:29][O:1][C:2]2[CH:10]=[CH:9][C:8]3[N:7]4[CH2:11][CH2:12][CH:13]([CH2:14][C:15]([O:17][C:18]([CH3:21])([CH3:20])[CH3:19])=[O:16])[C:6]4=[CH:5][C:4]=3[CH:3]=2)=[CH:31][C:32]=1[C:40]([F:41])([F:42])[F:43])([CH3:39])[CH3:38] |f:1.2.3|. Procedure details: To a mixture of tert-butyl 2-(7-hydroxy-2,3-dihydro-1H-pyrrolo[1,2-a]indol-1-yl)acetate (1.86 mmol) and cesium carbonate (2.8 mmol) in DMA (7.45 mL) was added 4-(chloromethyl)-1-isopropoxy-2-(trifluoromethyl)benzene (1.96 mmol). The reaction was stirred at 80° C. for 16 h. The mixture was filtered through Celite®. The solvent was removed under vacuum. The residue was purified by silica gel column chromatography to give the title compound as a solid. LCMS m/z=504.2 [M+H]+; 1H NMR (400 MHz, DMSO-d... Starting materials: C(#N)C1=CC=NC=C1 (4-cyanopyridine), [Na] (sodium), CNNC(C1=CN=CC=C1)=O (1-methyl-2-nicotinoyl-hydrazine). Solvent: CO (methanol), CO (methanol). Reaction conditions: time 0.5 hour. Product: CN1N=C(N=C1C1=CC=NC=C1)C=1C=NC=CC1 (1-methyl-3-(3-pyridyl)-5-(4-pyridyl)-1,2,4-triazole). As a reaction SMILES: [C:1]([C:3]1[CH:8]=[CH:7][N:6]=[CH:5][CH:4]=1)#[N:2].[Na].[CH3:10][NH:11][NH:12][C:13](=O)[C:14]1[CH:19]=[CH:18][CH:17]=[N:16][CH:15]=1>CO>[CH3:10][N:11]1[C:1]([C:3]2[CH:8]=[CH:7][N:6]=[CH:5][CH:4]=2)=[N:2][C:13]([C:14]2[CH:15]=[N:16][CH:17]=[CH:18][CH:19]=2)=[N:12]1 |^1:8|. Reported procedure: To 4-cyanopyridine (2g.) in methanol (30 ml.) is added sodium (0.1 g.). The solution is allowed to stand 0.5 hours at ambient temperature and is then added to a solution of 1-methyl-2-nicotinoyl-hydrazine (3 g.) in methanol (30 ml.). The reaction mixture is heated 5 hours at reflux and is concentrated to an oil which solidifies. After chromatography on silica gel and recrystallization from acetonitrile 0.8 g. of 1-methyl-3-(3-pyridyl)-5-(4-pyridyl)-1,2,4-triazole melting 132°-133° C is obtained.